From a dataset of the Open Reaction Database (ORD), a public repository of structured organic reaction records. describe an organic reaction: reactants, conditions, products, and yield Reactants: NC1=CC=C2C3=C(C(CCC3(CC2=C1Br)CC)=O)C (7-amino-8-bromo-9a-ethyl-4-methyl-1,2,9,9a-tetrahydro-3H-fluoren-3-one), C(#N)[Cu] (CuCN), CN1C(CCC1)=O (1-methyl-2-pyrrolidinone), CCOC(=O)C (EtOAc). The solvent is O (water). Product: NC1=CC=C2C3=C(C(CCC3(CC2=C1C#N)CC)=O)C (7-amino-8-cyano-9a-ethyl-4-methyl-1,2,9,9a-tetrahydro-3H-fluoren-3-one). Yield: 59.7%. As a reaction SMILES: [NH2:1][C:2]1[C:14](Br)=[C:13]2[C:5]([C:6]3[C:11]([CH2:16][CH3:17])([CH2:12]2)[CH2:10][CH2:9][C:8](=[O:18])[C:7]=3[CH3:19])=[CH:4][CH:3]=1.[C:20]([Cu])#[N:21].CN1CCCC1=O.CCOC(C)=O>O>[NH2:1][C:2]1[C:14]([C:20]#[N:21])=[C:13]2[C:5]([C:6]3[C:11]([CH2:16][CH3:17])([CH2:12]2)[CH2:10][CH2:9][C:8](=[O:18])[C:7]=3[CH3:19])=[CH:4][CH:3]=1. Reported procedure: A mixture of crude 7-amino-8-bromo-9a-ethyl-4-methyl-1,2,9,9a-tetrahydro-3H-fluoren-3-one (0.97 g, 3.02 mmol), CuCN (0.318 g, 3.55 mmol), and 1-methyl-2-pyrrolidinone (NMP, 6 mL) was placed under a N2 atmosphere, stirred, and heated in an oil bath at 160–170° C. for 5.5 hours. After cooling to room temperature, the mixture was added to EtOAc (200 mL) and water (200 mL) and filtered through a pad of solka-floc. The organic portion of the filtrate was washed with water (5×200 mL) and brine (100 mL...